Dataset: the Open Reaction Database (ORD), a public repository of structured organic reaction records. Task: describe an organic reaction: reactants, conditions, products, and yield The reactants are CCOC1Oc2ccc(Br)cc2C1(C)C, [C-]#N, N#C[Na], CN(C)C=O, O. Product: CCOC1Oc2ccc(C#N)cc2C1(C)C. RXN SMILES: [Br:1][c:2]1[cH:3][cH:4][c:5]2[c:6]([cH:15]1)[C:7]([CH3:13])([CH3:14])[CH:8]([O:10][CH2:11][CH3:12])[O:9]2.[C-:16]#[N:17].[Na:18][C:19]#[N:20].[O:21]=[CH:22][N:23]([CH3:24])[CH3:25].[OH2:26]>>[c:2]1([C:19]#[N:20])[cH:3][cH:4][c:5]2[c:6]([cH:15]1)[C:7]([CH3:13])([CH3:14])[CH:8]([O:10][CH2:11][CH3:12])[O:9]2. Reactants: FC1=C(C=CC(=C1)C=1C=2C3=C(C(NC2C=CC1OC)=O)SC=C3)S(=O)(=O)NCCO (2-fluoro-N-(2-hydroxyethyl)-4-(8-methoxy-4-oxo-4,5-dihydrothieno[2,3-c]quinolin-9-yl)benzenesulfonamide), BrB(Br)Br (tribromoborane). The product is BrCCNS(=O)(=O)C1=C(C=C(C=C1)C=1C=2C3=C(C(NC2C=CC1O)=O)SC=C3)F (N-(2-Bromoethyl)-2-fluoro-4-(8-hydroxy-4-oxo-4,5-dihydrothieno[2,3-c]quinolin-9-yl)benzenesulfonamide). The yield is 78.7%. Reaction SMILES: [F:1][C:2]1[CH:7]=[C:6]([C:8]2[C:9]3[C:10]4[CH:23]=[CH:22][S:21][C:11]=4[C:12](=[O:20])[NH:13][C:14]=3[CH:15]=[CH:16][C:17]=2[O:18]C)[CH:5]=[CH:4][C:3]=1[S:24]([NH:27][CH2:28][CH2:29]O)(=[O:26])=[O:25].[Br:31]B(Br)Br>>[Br:31][CH2:29][CH2:28][NH:27][S:24]([C:3]1[CH:4]=[CH:5][C:6]([C:8]2[C:9]3[C:10]4[CH:23]=[CH:22][S:21][C:11]=4[C:12](=[O:20])[NH:13][C:14]=3[CH:15]=[CH:16][C:17]=2[OH:18])=[CH:7][C:2]=1[F:1])(=[O:26])=[O:25]. Procedure details: Following General Procedure F, 2-fluoro-N-(2-hydroxyethyl)-4-(8-methoxy-4-oxo-4,5-dihydrothieno[2,3-c]quinolin-9-yl)benzenesulfonamide (52 mg, 0.12 mmol) was reacted with tribromoborane (0.80 mL, 0.23 mmol) to afford the desired product (47 mg, 81%) as a white solid: 1H NMR (500 MHz, DMSO-d6) δ 11.86 (s, 1H), 9.52 (s, 1H), 8.45 (t, J=5.7 Hz, 1H), 7.92 (t, J=7.8 Hz, 1H), 7.80 (d, J=5.5 Hz, 1H), 7.46 (d, J=10.9 Hz, 1H), 7.42 (d, J=8.9 Hz, 1H), 7.30 (dd, J=8.0, 1.4 Hz, 1H), 7.19 (d, J=9.0 Hz, 1H), ... Starting materials: S(=O)(Cl)Cl (Thionyl chloride), O (water), C(C)S(=O)(=O)OC1=CC(=C(C=C1)O)C(CO)(C)C (4-hydroxy-3-(2-hydroxy-1,1-dimethylethyl)phenyl ethanesulphonate). Run in CN(C=O)C (dimethylformamide), CN(C=O)C (dimethylformamide). Run at temperature 5 celsius. Product: C(C)S(=O)(=O)OC=1C=CC2=C(C(CO2)(C)C)C1 (2,3-Dihydro-3,3-dimethylbenzofuran-5-yl ethanesulphonate). Yield: 69.9%. Reaction SMILES: S(Cl)(Cl)=O.[CH2:5]([S:7]([O:10][C:11]1[CH:16]=[CH:15][C:14](O)=[C:13]([C:18]([CH3:22])([CH3:21])[CH2:19][OH:20])[CH:12]=1)(=[O:9])=[O:8])[CH3:6].O>CN(C)C=O>[CH2:5]([S:7]([O:10][C:11]1[CH:16]=[CH:15][C:14]2[O:20][CH2:19][C:18]([CH3:22])([CH3:21])[C:13]=2[CH:12]=1)(=[O:9])=[O:8])[CH3:6]. Reported procedure: Thionyl chloride (4.3 g) was added dropwise to dimethylformamide (13 ml) maintained at about 5° C. To this was quickly added 4-hydroxy-3-(2-hydroxy-1,1-dimethylethyl)phenyl ethanesulphonate (9.5 g) from Example 2 in dimethylformamide (13 ml). The reaction mixture was then heated to 100° C. and maintained at that temperature for 4-5 hours, after which it was cooled and poured into water (100 ml). The oil was extracted with diethyl ether, washed with water, dried over magnesium sulphate and evapor... Starting materials: COC1=C(C(=O)NS(=O)(=O)C2=CC=C(C=C2)[N+](=O)[O-])C=CC=C1 (2-methoxy-N-(4-nitrophenylsulfonyl)benzamide). Reagents/catalysts: [Zn] (zinc). Solvent: C(C)O (ethanol), Cl (HCl). Conditions: temperature 50 celsius, time 2 hour. Product: COC1=C(C(=O)NS(=O)(=O)C2=CC=C(C=C2)N)C=CC=C1 (2-Methoxy-N-(4-aminophenylsulfonyl)benzamide). As a reaction SMILES: [CH3:1][O:2][C:3]1[CH:23]=[CH:22][CH:21]=[CH:20][C:4]=1[C:5]([NH:7][S:8]([C:11]1[CH:16]=[CH:15][C:14]([N+:17]([O-])=O)=[CH:13][CH:12]=1)(=[O:10])=[O:9])=[O:6]>C(O)C.Cl.[Zn]>[CH3:1][O:2][C:3]1[CH:23]=[CH:22][CH:21]=[CH:20][C:4]=1[C:5]([NH:7][S:8]([C:11]1[CH:16]=[CH:15][C:14]([NH2:17])=[CH:13][CH:12]=1)(=[O:10])=[O:9])=[O:6]. Procedure: 50.0 g (0.15 mol) of 2-methoxy-N-(4-nitrophenylsulfonyl)benzamide are suspended in a mixture of 450 ml of ethanol and 750 ml of 2N HCl, and the mixture is heated to 50° C. 97.2 g (1.5 mol) of zinc powder are added in portions at this temperature and the mixture is stirred for a further 2 hours. After cooling, the mixture is filtered, the filtrate is concentrated to half its volume and cooled, and the precipitate is filtered off with suction and dried; Yield: 43.6 g (96%); M.p.: 180-182° C. Reactants: ClC=1C(N(N=CC1Cl)C1=CC=CC=C1)=O (4,5-dichloro-2-phenyl-3(2H)-pyridazinone), N (ammonia). The product is ClC=1C(N(N=CC1N)C1=CC=CC=C1)=O (4-Chloro-5-amino-2-phenyl-3(2H)-pyridazinone), NC=1C(N(N=CC1Cl)C1=CC=CC=C1)=O (4-amino-5-chloro-2-phenyl-3(2 H)-pyridazinone). As a reaction SMILES: [Cl:1][C:2]1[C:3](=[O:15])[N:4]([C:9]2[CH:14]=[CH:13][CH:12]=[CH:11][CH:10]=2)[N:5]=[CH:6][C:7]=1[Cl:8].[NH3:16]>>[Cl:1][C:2]1[C:3](=[O:15])[N:4]([C:9]2[CH:14]=[CH:13][CH:12]=[CH:11][CH:10]=2)[N:5]=[CH:6][C:7]=1[NH2:16].[NH2:16][C:2]1[C:3](=[O:15])[N:4]([C:9]2[CH:14]=[CH:13][CH:12]=[CH:11][CH:10]=2)[N:5]=[CH:6][C:7]=1[Cl:8]. Procedure: 4-Chloro-5-amino-2-phenyl-3(2H)-pyridazinone is prepared from 4,5-dichloro-2-phenyl-3(2H)-pyridazinone and ammonia in high yield and substantially free from 4-amino-5-chloro-2-phenyl-3(2 H)-pyridazinone in a method comprising reacting 4,5-dichloro-2-phenyl-3(2H)-pyridazinone with aqueous ammonia in the presence of a catalyst which is capable of selectively exchanging the 5-chlorine atom in 4,5-dichloro-2-phenyl-3(2H)-pyridazinone with a leaving group of such a nature that the resulting intermedi...